Dataset: the Open Reaction Database (ORD), a public repository of structured organic reaction records. Task: describe an organic reaction: reactants, conditions, products, and yield Reactants: C1(=CC=CC=C1)O (phenol), C(C)(C)C1=CC=C(C=C1)O (p-isopropyl phenol), C(=C)(C)C1=CC=C(C=C1)O (p-isopropenyl phenol), OC1=CC=C(C=C1)C(C)(C)C1=CC=C(C=C1)O (bisphenol A), OC1=CC=C(C=C1)C(C)(C)C1=CC=C(C=C1)N (2-(4'-hydroxyphenyl)-2-(4'-aminophenyl)-propane), C(=C)(C)C1=CC=C(C=C1)O (p-isopropenyl phenol), CNC1=CC=CC=C1 (N-methylaniline), C(=C)(C)C1=CC=C(C=C1)O (p-isopropenyl phenol), other compounds, C(C)(C)C1=CC=C(C=C1)O (p-isopropyl phenol), OC1=CC=C(C=C1)C(C)(C)C1=CC=C(C=C1)O (bisphenol A), C(=C)(C)C1=CC=C(C=C1)O (p-isopropenyl phenol). Reagents/catalysts: catalyst, catalyst. Reaction conditions: temperature 170 celsius, time 3 hour. Yields the product OC1=CC=C(C=C1)C(C)(C)C1=CC=C(C=C1)NC (2-(4'-hydroxyphenyl)-2-(4'-methylaminophenyl)-propane). Isolated yield 92.0%. As a reaction SMILES: C1(O)C=CC=CC=1.[CH:8]([C:11]1[CH:16]=[CH:15][C:14]([OH:17])=[CH:13][CH:12]=1)([CH3:10])[CH3:9].OC1C=CC(C(C2C=CC(O)=CC=2)(C)C)=CC=1.C(C1C=CC(O)=CC=1)(C)=C.[CH3:45][NH:46][C:47]1[CH:52]=[CH:51][CH:50]=[CH:49][CH:48]=1.OC1C=CC(C(C2C=CC(N)=CC=2)(C)C)=CC=1>>[OH:17][C:14]1[CH:15]=[CH:16][C:11]([C:8]([C:50]2[CH:51]=[CH:52][C:47]([NH:46][CH3:45])=[CH:48][CH:49]=2)([CH3:10])[CH3:9])=[CH:12][CH:13]=1. Procedure: N-methylaniline (20 g) was added to 50 g of a mixture of alkenyl phenols and phenol obtained by the alkali cleavage of bisphenol A (consisting of 47.7% of phenol, 1.4% of p-isopropyl phenol, 1.1% of bisphenol A, 21.4% of p-isopropyl phenol monomer, 4.8% of a linear dimer of p-isopropenyl phenol, 4.4% of a linear trimer and higher polymers of p-isopropenyl phenol, and 19.2% of other compounds) (1.62 moles of N-methylaniline per mole of the p-isopropenyl phenol monomeric unit). The mixture was sti... The reactants are FC(C1=CC=C(C=C1)CS(=O)(=O)CC#N)(F)F ((4-trifluoromethyl-phenylmethanesulfonyl)-acetonitrile), FC(F)(F)SCCOS(=O)(=O)C(F)(F)F (trifluoro-methanesulfonic acid 2-trifluoromethylsulfanyl-ethyl ester). The product is FC(C1=CC=C(C=C1)CS(=O)(=O)C(C#N)CCSC(F)(F)F)(F)F (2-(4-Trifluoromethyl-phenylmethanesulfonyl)-4-trifluoromethylsulfanyl-butyronitrile). Reaction SMILES: [F:1][C:2]([F:17])([F:16])[C:3]1[CH:8]=[CH:7][C:6]([CH2:9][S:10]([CH2:13][C:14]#[N:15])(=[O:12])=[O:11])=[CH:5][CH:4]=1.[F:18][C:19]([S:22][CH2:23][CH2:24]OS(C(F)(F)F)(=O)=O)([F:21])[F:20]>>[F:17][C:2]([F:1])([F:16])[C:3]1[CH:4]=[CH:5][C:6]([CH2:9][S:10]([CH:13]([CH2:24][CH2:23][S:22][C:19]([F:21])([F:20])[F:18])[C:14]#[N:15])(=[O:12])=[O:11])=[CH:7][CH:8]=1. Procedure: Compound II-11 was prepared from (4-trifluoromethyl-phenylmethanesulfonyl)-acetonitrile and trifluoro-methanesulfonic acid 2-trifluoromethylsulfanyl-ethyl ester as described for compound II-1. Starting materials: CC([C@@H](C(=O)N[C@H](C)C1=CC=CC=C1)NC(=O)[C@@H]([C@@H](C(=O)OC)OCC)C\C=C\C1=CC(=C(C=C1)OC1=CC=CC=C1)F)(C)C (methyl (2S,3R,5E)-3-({[(1S)-2,2-dimethyl-1-({[(1R)-1-phenylethyl]amino}carbonyl)propyl]amino}carbonyl)-2-ethoxy-6-(3-fluoro-4-phenoxyphenyl)hex-5-enoate). The reagents and catalysts are [Pd] (palladium on charcoal). The solvent is C(C)O (ethanol). Product: CC([C@@H](C(=O)N[C@H](C)C1=CC=CC=C1)NC(=O)[C@@H]([C@@H](C(=O)OC)OCC)CCCC1=CC(=C(C=C1)OC1=CC=CC=C1)F)(C)C (methyl (2S,3R)-3-({[(1S)-2,2-dimethyl-1-({[(1R)-1-phenylethyl]amino}carbonyl)propyl]amino}carbonyl)-2-ethoxy-6-(3-fluoro-4-phenoxyphenyl)hexanoate). The yield is 104740.4%. As a reaction SMILES: [CH3:1][C:2]([CH3:45])([CH3:44])[C@H:3]([NH:15][C:16]([C@H:18]([CH2:27]/[CH:28]=[CH:29]/[C:30]1[CH:35]=[CH:34][C:33]([O:36][C:37]2[CH:42]=[CH:41][CH:40]=[CH:39][CH:38]=2)=[C:32]([F:43])[CH:31]=1)[C@H:19]([O:24][CH2:25][CH3:26])[C:20]([O:22][CH3:23])=[O:21])=[O:17])[C:4]([NH:6][C@@H:7]([C:9]1[CH:14]=[CH:13][CH:12]=[CH:11][CH:10]=1)[CH3:8])=[O:5]>C(O)C.[Pd]>[CH3:45][C:2]([CH3:1])([CH3:44])[C@H:3]([NH:15][C:16]([C@H:18]([CH2:27][CH2:28][CH2:29][C:30]1[CH:35]=[CH:34][C:33]([O:36][C:37]2[CH:38]=[CH:39][CH:40]=[CH:41][CH:42]=2)=[C:32]([F:43])[CH:31]=1)[C@H:19]([O:24][CH2:25][CH3:26])[C:20]([O:22][CH3:23])=[O:21])=[O:17])[C:4]([NH:6][C@@H:7]([C:9]1[CH:10]=[CH:11][CH:12]=[CH:13][CH:14]=1)[CH3:8])=[O:5]. Reported procedure: A solution of methyl (2S,3R,5E)-3-({[(1S)-2,2-dimethyl-1-({[(1R)-1-phenylethyl]amino}carbonyl)propyl]amino}carbonyl)-2-ethoxy-6-(3-fluoro-4-phenoxyphenyl)hex-5-enoate (350 mg, 0.566 mmol) in ethanol (15 mL) was hydrogenated over 10% palladium on charcoal (60 mg) at 3 bar and 20° C. for 16 h. The mixture was filtered through Arbocel filter aid and concentrated under reduced pressure. The residue was dissolved in cyclohexane and evaporated (twice) to give methyl (2S,3R)-3-({[(1S)-2,2-dimethyl-1-({... Procedure: Compound 48.4 (130 mg, 0.29 mmol) was dissolved in 90% formic acid in water (2.8 mL). The solution was stirred at rt for 2 h and then concentrated under reduced pressure. The residue was used in the next step reaction without further purification. Reaction conditions: time 2 hour. Product: C(C)OP(OCC)(=O)C=CC1(OC(C(C1O)O)N1C(NC(C=C1)=O)=O)N=[N+]=[N-] ({2-[2-Azido-5-(2,4-dioxo-3,4-dihydro-2H-pyrimidin-1-yl)-3,4-dihydroxy-tetrahydro-furan-2-yl]-vinyl}-phosphonic acid diethyl ester). The reactants are C(C)OP(OCC)(=O)C=CC1(OC(C2OC(OC21)(C)C)N2C(NC(C=C2)=O)=O)N=[N+]=[N-] ({2-[4-Azido-6-(2,4-dioxo-3,4-dihydro-2H-pyrimidin-1-yl)-2,2-dimethyl-tetrahydro-furo[3,4-d][1,3]dioxol-4-yl]vinyl}-phosphonic acid diethyl ester). Run in C(=O)O (formic acid), O (water). RXN SMILES: [CH2:1]([O:3][P:4]([CH:9]=[CH:10][C:11]1([N:29]=[N+:30]=[N-:31])[CH:18]2[CH:14]([O:15]C(C)(C)[O:17]2)[CH:13]([N:21]2[CH:26]=[CH:25][C:24](=[O:27])[NH:23][C:22]2=[O:28])[O:12]1)(=[O:8])[O:5][CH2:6][CH3:7])[CH3:2]>C(O)=O.O>[CH2:1]([O:3][P:4]([CH:9]=[CH:10][C:11]1([N:29]=[N+:30]=[N-:31])[CH:18]([OH:17])[CH:14]([OH:15])[CH:13]([N:21]2[CH:26]=[CH:25][C:24](=[O:27])[NH:23][C:22]2=[O:28])[O:12]1)(=[O:8])[O:5][CH2:6][CH3:7])[CH3:2].